This data is from the Open Reaction Database (ORD), a public repository of structured organic reaction records. The task is: describe an organic reaction: reactants, conditions, products, and yield Reactants: O=C([O-])[O-], CN1CCCC1=O, Oc1cc(Cl)cc(Cl)c1, Fc1c(C(F)(F)F)ccnc1Cl, [K+], [K+], O. The product is FC(F)(F)c1ccnc(Cl)c1Oc1cc(Cl)cc(Cl)c1. RXN SMILES: [C:10](=[O:11])([O-:12])[O-:13].[CH3:16][N:17]1[CH2:18][CH2:19][CH2:20][C:21]1=[O:22].[Cl:1][c:2]1[cH:3][c:4]([OH:9])[cH:5][c:6]([Cl:8])[cH:7]1.[Cl:23][c:24]1[n:25][cH:26][cH:27][c:28]([C:31]([F:32])([F:33])[F:34])[c:29]1[F:30].[K+:14].[K+:15].[OH2:35]>>[Cl:1][c:2]1[cH:3][c:4]([O:9][c:29]2[c:24]([Cl:23])[n:25][cH:26][cH:27][c:28]2[C:31]([F:32])([F:33])[F:34])[cH:5][c:6]([Cl:8])[cH:7]1. Reactants: CCCCn1c(=O)c([N+](=O)[O-])c(Cl)c2ccccc21, CCN, C1CCOC1. Yields the product CCCCn1c(=O)c([N+](=O)[O-])c(NCC)c2ccccc21. As a reaction SMILES: [CH2:1]([CH2:2][CH2:3][CH3:4])[n:5]1[c:6](=[O:19])[c:7]([N+:16](=[O:17])[O-:18])[c:8]([Cl:15])[c:9]2[cH:10][cH:11][cH:12][cH:13][c:14]12.[CH3:20][CH2:21][NH2:22].[O:23]1[CH2:24][CH2:25][CH2:26][CH2:27]1>>[CH2:1]([CH2:2][CH2:3][CH3:4])[n:5]1[c:6](=[O:19])[c:7]([N+:16](=[O:17])[O-:18])[c:8]([NH:22][CH2:21][CH3:20])[c:9]2[cH:10][cH:11][cH:12][cH:13][c:14]12. Conditions: time 12 hour. Run in C(Cl)Cl (CH2Cl2). Reported procedure: The product from Example 34b (4.0 g, 13.6 mmol) in 40 mL of CH2Cl2 was treated with oxalyl chloride (3.5 g, 27.2 mmol) and DMF (catalytic amount). Mixture was stirred for 12 hours. Mixture was concentrated under vacuum giving the title compound as a yellow oil (4.2 g, 100%). Yield: 98.9%. Yields the product ClC1=CC(=C(OC2=CC=C(C(=O)Cl)C=C2)C=C1)[N+](=O)[O-] (4-(4-chloro-2-nitrophenoxy)benzoyl chloride). Starting materials: ClC1=CC(=C(OC2=CC=C(C(=O)O)C=C2)C=C1)[N+](=O)[O-] (4-(4-chloro-2-nitrophenoxy)benzoic acid), C(C(=O)Cl)(=O)Cl (oxalyl chloride), CN(C)C=O (DMF). As a reaction SMILES: [Cl:1][C:2]1[CH:17]=[CH:16][C:5]([O:6][C:7]2[CH:15]=[CH:14][C:10]([C:11](O)=[O:12])=[CH:9][CH:8]=2)=[C:4]([N+:18]([O-:20])=[O:19])[CH:3]=1.C(Cl)(=O)C([Cl:24])=O.CN(C=O)C>C(Cl)Cl>[Cl:1][C:2]1[CH:17]=[CH:16][C:5]([O:6][C:7]2[CH:15]=[CH:14][C:10]([C:11]([Cl:24])=[O:12])=[CH:9][CH:8]=2)=[C:4]([N+:18]([O-:20])=[O:19])[CH:3]=1. Starting materials: C, Nc1cc([N+](=O)[O-])ccc1C=O, [Pd]. Product: Nc1ccc(C=O)c(N)c1. As a reaction SMILES: [C:13].[NH2:1][c:2]1[c:3]([CH:4]=[O:5])[cH:6][cH:7][c:8]([N+:10]([O-:11])=[O:12])[cH:9]1.[Pd:14]>>[NH2:1][c:2]1[c:3]([CH:4]=[O:5])[cH:6][cH:7][c:8]([NH2:10])[cH:9]1. Starting materials: Cl.ClC=1C=C(C=C(C1Cl)Cl)C1(CN=C(C1)C=1C=C2COC3(C2=CC1)CNC3)C(F)(F)F (5′-(3-(3,4,5-trichlorophenyl)-3-(trifluoromethyl)-3,4-dihydro-2H-pyrrol-5-yl)-3′H-spiro[azetidine-3,1′-isobenzofuran]hydrochloride), CCN(C(C)C)C(C)C (DIPEA), CS(=O)(=O)CC(=O)O (methanesulfonyl acetic acid), C(CC)P1(OP(OP(O1)(=O)CCC)(=O)CCC)=O (T3P). Solvent: C1CCOC1 (THF). Run at time 16 hour. Yields the product CS(=O)(=O)CC(=O)N1CC2(OCC3=CC(=CC=C23)C=2CC(CN2)(C(F)(F)F)C2=CC(=C(C(=C2)Cl)Cl)Cl)C1 (2-(methylsulfonyl)-1-(5′-(3-(3,4,5-trichlorophenyl)-3-(trifluoromethyl)-3,4-dihydro-2H-pyrrol-5-yl)-3′H-spiro[azetidine-3,1′-isobenzofuran]-1-yl)ethanone). Yield: 46.5%. RXN SMILES: Cl.[Cl:2][C:3]1[CH:4]=[C:5]([C:11]2([C:28]([F:31])([F:30])[F:29])[CH2:15][C:14]([C:16]3[CH:17]=[C:18]4[C:22](=[CH:23][CH:24]=3)[C:21]3([CH2:27][NH:26][CH2:25]3)[O:20][CH2:19]4)=[N:13][CH2:12]2)[CH:6]=[C:7]([Cl:10])[C:8]=1[Cl:9].CCN(C(C)C)C(C)C.[CH3:41][S:42]([CH2:45][C:46](O)=[O:47])(=[O:44])=[O:43].C(P1(=O)OP(CCC)(=O)OP(CCC)(=O)O1)CC>C1COCC1>[CH3:41][S:42]([CH2:45][C:46]([N:26]1[CH2:25][C:21]2([C:22]3[C:18](=[CH:17][C:16]([C:14]4[CH2:15][C:11]([C:5]5[CH:4]=[C:3]([Cl:2])[C:8]([Cl:9])=[C:7]([Cl:10])[CH:6]=5)([C:28]([F:30])([F:29])[F:31])[CH2:12][N:13]=4)=[CH:24][CH:23]=3)[CH2:19][O:20]2)[CH2:27]1)=[O:47])(=[O:44])=[O:43] |f:0.1|. Procedure: To a stirred solution of 5′-(3-(3,4,5-trichlorophenyl)-3-(trifluoromethyl)-3,4-dihydro-2H-pyrrol-5-yl)-3′H-spiro[azetidine-3,1′-isobenzofuran]hydrochloride (Preparation 5, 900 mg, 1.77 mmol) in THF (20 mL) was added DIPEA (3.01 mL, 17.65 mmol), methanesulfonyl acetic acid (488 mg, 3.53 mmol) followed by addition of T3P (5.12 mL, 8.82 mmol, 50% solution in ethyl acetate) at room temperature. The resulting reaction mixture was stirred at room temperature for 16 hours. Reaction was monitored by TLC... Starting materials: [H-].[Na+] (sodium hydride), CN1CC(C(CC1)O)C1=CC=CC=C1 (1-methyl-3-phenyl-4-piperidinol), [H-].[Na+] (sodium hydride), ClC=1C=C(C=CC1)F (3-chlorofluorobenzene), [Na+].[Cl-] (NaCl), Cl (HCl), CN1CC(=CCC1)C1=CC=CC=C1 (1-methyl-3-phenyl-1,2,5,6-tetrahydropyridine), [Na+].[Cl-] (NaCl). The solvent is CN(C)C=O (DMF), CN(C)C=O (DMF), CCOCC (ether), CCOCC (ether). Conditions: temperature 100 celsius, time 18 hour. Yields the product hydrochloride salt, Cl.ClC=1C=C(O[C@@H]2[C@@H](CN(CC2)C)C2=CC=CC=C2)C=CC1 (cis-4-(3-chlorophenoxy)-1-methyl-3-phenylpiperidine hydrochloride). Reaction SMILES: [H-].[Na+].[CH3:3][N:4]1[CH2:9][CH2:8][CH:7]([OH:10])[CH:6]([C:11]2[CH:16]=[CH:15][CH:14]=[CH:13][CH:12]=2)[CH2:5]1.[Cl:17][C:18]1[CH:19]=[C:20](F)[CH:21]=[CH:22][CH:23]=1.[Na+].[Cl-].CN1CCC=C(C2C=CC=CC=2)C1.Cl>CN(C=O)C.CCOCC>[ClH:17].[Cl:17][C:18]1[CH:23]=[C:22]([CH:21]=[CH:20][CH:19]=1)[O:10][C@H:7]1[CH2:8][CH2:9][N:4]([CH3:3])[CH2:5][C@H:6]1[C:11]1[CH:16]=[CH:15][CH:14]=[CH:13][CH:12]=1 |f:0.1,4.5,10.11|. Procedure details: A mixture of 1.9 g of sodium hydride, 12.07 g of 1-methyl-3-phenyl-4-piperidinol (mixture of isomers) of Example 1 and 70 ml of dry DMF is heated at approximately 100° C. for 1 hour under nitrogen, then cooled to room temperature. A solution of 16.45 g of 3-chlorofluorobenzene in 40 ml of DMF is added all at once, and the mixture is stirred for 18 hours at room temperature, then heated slowly so that after 4 hours the pot temperature is 68° C. After stirring for about 64 hours at room temperatur...